Dataset: the Open Reaction Database (ORD), a public repository of structured organic reaction records. Task: describe an organic reaction: reactants, conditions, products, and yield Starting materials: [Al+3], CCOCC, COC(=O)c1cccc2nn(C)cc12, [H-], [H-], [H-], [H-], [Li+], [Na+], C1CCOC1, [OH-], O. Product: Cn1cc2c(CO)cccc2n1. Reaction SMILES: [Al+3:2].[CH3:29][CH2:30][O:31][CH2:32][CH3:33].[CH3:7][n:8]1[n:9][c:10]2[cH:11][cH:12][cH:13][c:14]([C:17](=[O:18])[O:19][CH3:20])[c:15]2[cH:16]1.[H-:1].[H-:4].[H-:5].[H-:6].[Li+:3].[Na+:23].[O:24]1[CH2:25][CH2:26][CH2:27][CH2:28]1.[OH-:22].[OH2:21]>>[CH3:7][n:8]1[n:9][c:10]2[cH:11][cH:12][cH:13][c:14]([CH2:17][OH:18])[c:15]2[cH:16]1. Reactants: CC=1NC2=CC=C(C=C2C1)C (2,5-Dimethylindole), CC=1C=CC=C2C(=CC=NC12)Cl (8-methyl-4-chloroquinoline). The solvent is C(C)OCC (diethylether), CN1C(CCC1)=O (N-methylpyrolidinone). Run at temperature 140 celsius, time 45 minute. Yields the product CC=1C=CC=C2C=CC(=NC12)C1=C(NC2=CC=C(C=C12)C)C (8-Methyl-(2,5-dimethyl-1H-indol-3-yl)quinoline). Isolated yield 99.7%. RXN SMILES: [CH3:1][C:2]1[NH:3][C:4]2[C:9]([CH:10]=1)=[CH:8][C:7]([CH3:11])=[CH:6][CH:5]=2.[CH3:12][C:13]1[CH:14]=[CH:15][CH:16]=[C:17]2[C:22]=1[N:21]=[CH:20][CH:19]=[C:18]2Cl>CN1CCCC1=O.C(OCC)C>[CH3:12][C:13]1[CH:14]=[CH:15][CH:16]=[C:17]2[C:22]=1[N:21]=[C:20]([C:10]1[C:9]3[C:4](=[CH:5][CH:6]=[C:7]([CH3:11])[CH:8]=3)[NH:3][C:2]=1[CH3:1])[CH:19]=[CH:18]2. Procedure: 2,5-Dimethylindole (290 mg) and 8-methyl-4-chloroquinoline (360 mg) were suspended in N-methylpyrolidinone (0.5 ml), and maintained under a nitrogen atmosphere. The reaction was heated to 140° C. with stirring for 45 minutes. On cooling a deep red precipitate formed, the mixture was diluted with diethylether and the solid collected by filtration, and dried to give the sub-title compound (570 mg).